This data is from the Open Reaction Database (ORD), a public repository of structured organic reaction records. The task is: describe an organic reaction: reactants, conditions, products, and yield Procedure details: According to the procedure described in the synthesis method of Compound II-15, 2-(2-(benzylcarbamoyl)-1-methylhydrazinyl)acetic acid (Compound VI-3) 77 mg (0.33 mmol) was coupled with (S)-tert-butyl 3-amino-4-(((S)-1,1-diethoxypropan-2-yl)(quinolin-8-ylmethyl)amino)-4-oxobutanoate (Compound IV-17) 100 mg (0.22 mmol) to obtain the title compound. Reaction SMILES: [CH2:1]([NH:8][C:9]([NH:11][N:12]([CH2:14][C:15]([OH:17])=O)[CH3:13])=[O:10])[C:2]1[CH:7]=[CH:6][CH:5]=[CH:4][CH:3]=1.[NH2:18][C@H:19]([C:28]([N:30]([C@@H:42]([CH3:50])[CH:43]([O:47][CH2:48][CH3:49])[O:44][CH2:45][CH3:46])[CH2:31][C:32]1[CH:33]=[CH:34][CH:35]=[C:36]2[C:41]=1[N:40]=[CH:39][CH:38]=[CH:37]2)=[O:29])[CH2:20][C:21]([O:23][C:24]([CH3:27])([CH3:26])[CH3:25])=[O:22]>>[CH2:1]([NH:8][C:9]([NH:11][N:12]([CH2:14][C:15]([NH:18][C@H:19]([C:28]([N:30]([C@@H:42]([CH3:50])[CH:43]([O:47][CH2:48][CH3:49])[O:44][CH2:45][CH3:46])[CH2:31][C:32]1[CH:33]=[CH:34][CH:35]=[C:36]2[C:41]=1[N:40]=[CH:39][CH:38]=[CH:37]2)=[O:29])[CH2:20][C:21]([O:23][C:24]([CH3:25])([CH3:27])[CH3:26])=[O:22])=[O:17])[CH3:13])=[O:10])[C:2]1[CH:3]=[CH:4][CH:5]=[CH:6][CH:7]=1. The product is C(C1=CC=CC=C1)NC(=O)NN(C)CC(=O)N[C@@H](CC(=O)OC(C)(C)C)C(=O)N(CC=1C=CC=C2C=CC=NC12)[C@H](C(OCC)OCC)C ((S)-tert-butyl 3-(2-(2-(benzylcarbamoyl)-1-methylhydrazinyl)acetamido)-4-(((S)-1,1-diethoxypropan-2-yl)(quinolin-8-ylmethyl)amino)-4-oxobutanoate). The reactants are Compound II, C(C1=CC=CC=C1)NC(=O)NN(C)CC(=O)O (2-(2-(benzylcarbamoyl)-1-methylhydrazinyl)acetic acid), N[C@@H](CC(=O)OC(C)(C)C)C(=O)N(CC=1C=CC=C2C=CC=NC12)[C@H](C(OCC)OCC)C ((S)-tert-butyl 3-amino-4-(((S)-1,1-diethoxypropan-2-yl)(quinolin-8-ylmethyl)amino)-4-oxobutanoate). Reactants: CCN1CC2OC2C1, ClCCl, CCOc1ccccc1O, Cl. The product is CCOc1ccccc1OC1CN(CC)CC1O. Reaction SMILES: [CH2:1]([CH3:2])[N:3]1[CH2:4][CH:5]2[CH:6]([CH2:7]1)[O:8]2.[CH2:20]([Cl:21])[Cl:22].[CH2:9]([CH3:10])[O:11][c:12]1[c:13]([OH:18])[cH:14][cH:15][cH:16][cH:17]1.[ClH:19]>>[CH2:1]([CH3:2])[N:3]1[CH2:4][CH:5]([OH:8])[CH:6]([O:18][c:13]2[c:12]([O:11][CH2:9][CH3:10])[cH:17][cH:16][cH:15][cH:14]2)[CH2:7]1. Reactants: [C]=O (carbon monoxide), [C]=O (carbon monoxide), [H][H] (hydrogen), NC1=CC=NC=C1 (4-aminopyridine), C(Cl)[C@@H]1CO1 ((S)-epichlorohydrin), C(C)O (ethanol). Reagents/catalysts: O.O.O.O.C(C)(=O)[O-].[Co+2].C(C)(=O)[O-] (cobalt acetate tetrahydrate), [Pd] (Pd/C). Yields the product C(C)OC(C[C@@H](CCl)O)=O ((S)-4-chloro-3- hydroxybutanoic acid ethyl ester). The yield is 92.0%. As a reaction SMILES: [C]=[O:2].[H][H].N[C:6]1[CH:11]=CN=CC=1.[CH2:12]([C@H:14]1[O:16][CH2:15]1)[Cl:13].[CH2:17]([OH:19])C>O.O.O.O.C([O-])(=O)C.[Co+2].C([O-])(=O)C.[Pd]>[CH2:11]([O:2][C:17](=[O:19])[CH2:15][C@H:14]([OH:16])[CH2:12][Cl:13])[CH3:6] |f:5.6.7.8.9.10.11,^3:0|. Reported procedure: In a 50 mL-volumetric autoclave were added deaerated ethanol (10 mL), and thereto were added cobalt acetate tetrahydrate (250 mg, 1 mmol) and 10% Pd/C (10 mg). After covering the autoclave with a cap, carbon monoxide (1 MPa) and hydrogen gas (1 MPa) were introduced therein, successively and the mixture was reacted at 80° C. for 3 hours. After 3 hours the mixture was cooled to room temperature, and the mixed gas was emitted to give a solution containing dicobaltoctacarbonyl complex. Thereto were ...